The task is: describe an organic reaction: reactants, conditions, products, and yield. This data is from the Open Reaction Database (ORD), a public repository of structured organic reaction records. Starting materials: C(C)(C)(C)OC(=O)N1[C@@H](CC(C1)=NOC)C(=O)O ((2S,4EZ)-1-(tert-butoxycarbonyl)-4-(methoxyimino)-2-pyrrolidinecarboxylic acid), C1(=CC=C(C=C1)S(=O)(=O)Cl)C1=CC=CC=C1 ([1,1′-biphenyl]-4-sulfonyl chloride), N[C@@H]1[C@@H]([C@H]2CC[C@@H]1C2)CO ([(1S,2R,3S,4R)-3-aminobicyclo[2.2.1]hept-2-yl]methanol). Yields the product C1(=CC=C(C=C1)S(=O)(=O)N1[C@@H](CC(C1)=NOC)C(=O)N[C@H]1[C@@H]2CC[C@H]([C@H]1CO)C2)C2=CC=CC=C2 ((2S,4EZ)-1-([1,1′-biphenyl]-4-ylsulfonyl)-N-[(1R,2S,3R,4S)-3-(hydroxymethyl)bicyclo[2.2.1]hept-2-yl]-4-(methoxyimino)-2-pyrrolidinecarboxamide). Reaction SMILES: C(OC([N:8]1[CH2:12][C:11](=[N:13][O:14][CH3:15])[CH2:10][C@H:9]1[C:16]([OH:18])=O)=O)(C)(C)C.[C:19]1([C:29]2[CH:34]=[CH:33][CH:32]=[CH:31][CH:30]=2)[CH:24]=[CH:23][C:22]([S:25](Cl)(=[O:27])=[O:26])=[CH:21][CH:20]=1.[NH2:35][C@H:36]1[C@H:41]2[CH2:42][C@H:38]([CH2:39][CH2:40]2)[C@H:37]1[CH2:43][OH:44]>>[C:19]1([C:29]2[CH:34]=[CH:33][CH:32]=[CH:31][CH:30]=2)[CH:24]=[CH:23][C:22]([S:25]([N:8]2[CH2:12][C:11](=[N:13][O:14][CH3:15])[CH2:10][C@H:9]2[C:16]([NH:35][C@@H:36]2[C@H:37]([CH2:43][OH:44])[C@@H:38]3[CH2:42][C@H:41]2[CH2:40][CH2:39]3)=[O:18])(=[O:27])=[O:26])=[CH:21][CH:20]=1. Reported procedure: Following the general method as outlined in Example 22, starting from (2S,4EZ)-1-(tert-butoxycarbonyl)-4-(methoxyimino)-2-pyrrolidinecarboxylic acid, [1,1′-biphenyl]-4-sulfonyl chloride, and [(1S,2R,3S,4R)-3-aminobicyclo[2.2.1]hept-2-yl]methanol, the title compound was obtained in 58% purity by HPLC. MS(ESI+): m/z=498. Reactants: solution, Cl (HCl), N[C@H](CC1=CC=CC=C1)C(=O)O (D-Phenyl alanine), N[C@H](CC1=CC=CC=C1)C(=O)O (D-Phenyl alanine), C1(=CC=CC=C1)C (toluene). Conditions: temperature 27.5 celsius, time 49 hour. Yields the product Cl.COC([C@H](N)CC1=CC=CC=C1)=O (D-Phenyl Alanine Methyl Ester Hydrochloride). RXN SMILES: [ClH:1].[NH2:2][C@@H:3]([C:11]([OH:13])=[O:12])[CH2:4][C:5]1[CH:10]=[CH:9][CH:8]=[CH:7][CH:6]=1.[C:14]1(C)C=CC=CC=1>>[ClH:1].[CH3:14][O:12][C:11](=[O:13])[C@@H:3]([CH2:4][C:5]1[CH:10]=[CH:9][CH:8]=[CH:7][CH:6]=1)[NH2:2] |f:3.4|. Procedure details: To a 20% solution of ethanolic HCl (75 ml), was charged D-Phenyl alanine (15 grams, 0.090 moles). The reaction mass was further stirred for 48 to 50 hours at 25-30° C. (the reaction does not go to completion, shows 10-12% of unreacted D-Phenyl alanine) and concentrated at 50° C. under reduced pressure to form the residue. The residue was stirred in toluene (100 ml). The solid was isolated by filtration, washed with toluene (2×25 ml) and dried at 50-55° C. under vacuum to yield the desired produc... Starting materials: FC(C1=NN=C(S1)N1C(N(CCC1O)C)=O)(F)F (Tetrahydro-1-(5-trifluoromethyl-1,3,4-thiadiazol-2-yl)-3-methyl-6-hydroxy-2(1H)-pyrimidinone), C=1(C(=CC=CC1)S(=O)(=O)O)C (toluenesulfonic acid), alcohol. Solvent: CO (methyl alcohol). The product is FC(C1=NN=C(S1)N1C(N(CCC1OC)C)=O)(F)F (tetrahydro-1-(5-trifluoromethyl-1,3,4-thiadiazol-2-yl)-3-methyl-6-methoxy-2(1H)-pyrimidinone). Reaction SMILES: [F:1][C:2]([F:18])([F:17])[C:3]1[S:7][C:6]([N:8]2[CH:13]([OH:14])[CH2:12][CH2:11][N:10]([CH3:15])[C:9]2=[O:16])=[N:5][N:4]=1.[C:19]1(C)C(S(O)(=O)=O)=CC=CC=1>CO>[F:18][C:2]([F:1])([F:17])[C:3]1[S:7][C:6]([N:8]2[CH:13]([O:14][CH3:19])[CH2:12][CH2:11][N:10]([CH3:15])[C:9]2=[O:16])=[N:5][N:4]=1. Procedure details: Tetrahydro-1-(5-trifluoromethyl-1,3,4-thiadiazol-2-yl)-3-methyl-6-hydroxy-2(1H)-pyrimidinone (7 grams), methyl alcohol (50 ml) and toluenesulfonic acid (0.2 grams) are charged into a glass reacton vessel equipped with a mechanical stirrer, thermometer and reflux condenser. The reaction mixture is then heated at reflux for a period of about 24 hours. After this time the mixture is stripped of unreacted alcohol under reduced pressure to yield a solid product. This product is then recrystallized to... Starting materials: C(C1=CC=CC=C1)OC1=CC=C(C=C1)NC(=O)C1=NNC2=CC=CC=C12 (1H-Indazole-3-carboxylic acid (4-benzyloxy-phenyl)-amide), OC1=CC=C(C=C1)NC(=O)[C@H]1NCCC1 ((S)-pyrrolidine-2-carboxylic acid (4-hydroxy-phenyl)-amide). Yields the product OC1=CC=C(C=C1)NC(=O)C1=NNC2=CC=CC=C12 (1H-Indazole-3-carboxylic acid (4-hydroxy-phenyl)-amide). Reaction SMILES: C([O:8][C:9]1[CH:14]=[CH:13][C:12]([NH:15][C:16]([C:18]2[C:26]3[C:21](=[CH:22][CH:23]=[CH:24][CH:25]=3)[NH:20][N:19]=2)=[O:17])=[CH:11][CH:10]=1)C1C=CC=CC=1.OC1C=CC(NC([C@@H]2CCCN2)=O)=CC=1>>[OH:8][C:9]1[CH:14]=[CH:13][C:12]([NH:15][C:16]([C:18]2[C:26]3[C:21](=[CH:22][CH:23]=[CH:24][CH:25]=3)[NH:20][N:19]=2)=[O:17])=[CH:11][CH:10]=1. Procedure: This compound was prepared from 1H-Indazole-3-carboxylic acid (4-benzyloxy-phenyl)-amide, using the same method used to prepare (S)-pyrrolidine-2-carboxylic acid (4-hydroxy-phenyl)-amide. The product was purified by flash chromatography, on silica gel, eluted with 5 to 10% methanol in DCM, to give the product as an off white solid, 2.6 g (60% for 2 steps). MS m/z 254 (MH+). 1H NMR(DMSO-d6) δ 6.74 (d, 2H), 7.26-7.34 (m, 1H), 7.43-7.51 (m, 1H), 7.67-7.73 (m, 3H), 8.24 (d, 1H), 9.25 (s, 1H), 10.10 ...